From a dataset of the Open Reaction Database (ORD), a public repository of structured organic reaction records. describe an organic reaction: reactants, conditions, products, and yield Reactants: [N+](=O)([O-])C1=CC=C(C=C1)N1CC(C1)NC(OC(C)(C)C)=O (tert-Butyl [1-(4-nitrophenyl)azetidin-3-yl]carbamate), FC(C(=O)O)(F)F (trifluoroacetic acid). Product: [N+](=O)([O-])C1=CC=C(C=C1)N1CC(C1)N (1-(4-Nitrophenyl)azetidin-3-ylamine). RXN SMILES: [N+:1]([C:4]1[CH:9]=[CH:8][C:7]([N:10]2[CH2:13][CH:12]([NH:14]C(=O)OC(C)(C)C)[CH2:11]2)=[CH:6][CH:5]=1)([O-:3])=[O:2].FC(F)(F)C(O)=O>>[N+:1]([C:4]1[CH:5]=[CH:6][C:7]([N:10]2[CH2:11][CH:12]([NH2:14])[CH2:13]2)=[CH:8][CH:9]=1)([O-:3])=[O:2]. Procedure details: tert-Butyl [1-(4-nitrophenyl)azetidin-3-yl]carbamate was treated with trifluoroacetic acid by method G. This resulted in the product with the molecular weight of 193.21 (C9H11N3O2); MS (ESI): 194 (M+H+). The reactants are BrC=1C=C(C(N(C1)C)=O)NC1=NC=C(C=C1)C(=O)N1[C@H](COCC1)C ((S)-5-Bromo-1-methyl-3-(5-(3-methylmorpholine-4-carbonyl)pyridine-2-ylamino)pyridin-2(1H)-one), C(C)(=O)OCC=1C(=NC=CC1B1OC(C(O1)(C)C)(C)C)N1C(C2=CC=3CC(CC3N2CC1)(C)C)=O ((2-{4,4-dimethyl-9-oxo-1,10-diazatricyclo[6.4.0.02,6]dodeca-2(6),7-dien-10-yl}-4-(tetramethyl-1,3,2-dioxaborolan-2-yl)pyridin-3-yl)methyl acetate), [O-]P(=O)([O-])[O-].[K+].[K+].[K+] (K3PO4), C(C)(=O)[O-].[Na+] (sodium acetate). The reagents and catalysts are C1=CC=C(C=C1)P([C-]2C=CC=C2)C3=CC=CC=C3.C1=CC=C(C=C1)P([C-]2C=CC=C2)C3=CC=CC=C3.Cl[Pd]Cl.[Fe+2] (1,1′-bis(diphenylphosphino)ferrocenedichloropalladium(II)). Run in O (water), C(C)#N (acetonitrile). Run at temperature 100 celsius. The product is C(C)(=O)OCC=1C(=NC=CC1C1=CN(C(C(=C1)NC1=NC=C(C=C1)C(=O)N1[C@H](COCC1)C)=O)C)N1C(C2=CC=3CC(CC3N2CC1)(C)C)=O ((2-{4,4-Dimethyl-9-oxo-1,10-diazatricyclo[6.4.0.02,6]dodeca-2(6),7-dien-10-yl}-4-{1-methyl-5-[(5-{[(3S)-3-methylmorpholin-4-yl]carbonyl}pyridin-2-yl)amino]-6-oxo-1,6-dihydropyridin-3-yl}pyridin-3-yl)methyl Acetate). Isolated yield 47.1%. As a reaction SMILES: Br[C:2]1[CH:3]=[C:4]([NH:10][C:11]2[CH:16]=[CH:15][C:14]([C:17]([N:19]3[CH2:24][CH2:23][O:22][CH2:21][C@@H:20]3[CH3:25])=[O:18])=[CH:13][N:12]=2)[C:5](=[O:9])[N:6]([CH3:8])[CH:7]=1.[C:26]([O:29][CH2:30][C:31]1[C:32]([N:46]2[CH2:57][CH2:56][N:55]3[C:48](=[CH:49][C:50]4[CH2:51][C:52]([CH3:59])([CH3:58])[CH2:53][C:54]=43)[C:47]2=[O:60])=[N:33][CH:34]=[CH:35][C:36]=1B1OC(C)(C)C(C)(C)O1)(=[O:28])[CH3:27].[O-]P([O-])([O-])=O.[K+].[K+].[K+].C([O-])(=O)C.[Na+]>C1C=CC(P(C2C=CC=CC=2)[C-]2C=CC=C2)=CC=1.C1C=CC(P(C2C=CC=CC=2)[C-]2C=CC=C2)=CC=1.Cl[Pd]Cl.[Fe+2].O.C(#N)C>[C:26]([O:29][CH2:30][C:31]1[C:32]([N:46]2[CH2:57][CH2:56][N:55]3[C:48](=[CH:49][C:50]4[CH2:51][C:52]([CH3:59])([CH3:58])[CH2:53][C:54]=43)[C:47]2=[O:60])=[N:33][CH:34]=[CH:35][C:36]=1[C:2]1[CH:3]=[C:4]([NH:10][C:11]2[CH:16]=[CH:15][C:14]([C:17]([N:19]3[CH2:24][CH2:23][O:22][CH2:21][C@@H:20]3[CH3:25])=[O:18])=[CH:13][N:12]=2)[C:5](=[O:9])[N:6]([CH3:8])[CH:7]=1)(=[O:28])[CH3:27] |f:2.3.4.5,6.7,8.9.10.11|. Procedure: A 25-mL single-neck round-bottomed flask equipped with a magnetic stirrer and a reflux condenser was charged with 257a (203 mg, 0.50 mmol), {3-[(acetoxy)methyl]-2-{4,4-dimethyl-9-oxo-1,10-diazatricyclo[6.4.0.02,6]dodeca-2(6),7-dien-10-yl}pyridin-4-yl}boronic acid 199e (640 mg, 1.6 mmol), K3PO4 (212 mg, 1.0 mmol), 1,1′-bis(diphenylphosphino)ferrocenedichloropalladium(II) (18 mg, 0.025 mmol), sodium acetate (82 mg, 1.0 mmol), acetonitrile (10 mL), and water (0.2 mL). After three cycles of vacuum/a... Starting materials: [Si](C)(C)(C(C)(C)C)OCC=1C=C(NCCOCCOCCOC)C=C(C1)CO[Si](C)(C)C(C)(C)C (3,5-bis(((tert-butyldimethylsilyl)oxy)methyl)-N-(2-(2-(2-methoxyethoxy)ethoxy)ethyl)aniline), CSSC(C=O)(C)C (2-(methyldithio)isobutyraldehyde), C(C)(=O)O[BH-](OC(C)=O)OC(C)=O.[Na+] (sodium triacetoxyborohydride), S(=O)(=O)([O-])[O-].[Mg+2] (magnesium sulfate), C(C)(=O)O[BH-](OC(C)=O)OC(C)=O.[Na+] (Sodium triacetoxyborohydride). The reagents and catalysts are [Cl-].[Zn+2].[Cl-] (zinc(II) chloride). The solvent is ClCCCl (1,2-dichloroethane). Reaction conditions: time 5 hour. Yields the product [Si](C)(C)(C(C)(C)C)OCC=1C=C(N(CC(C)(SSC)C)CCOCCOCCOC)C=C(C1)CO[Si](C)(C)C(C)(C)C (3,5-bis(((tert-butyldimethylsilyl)oxy)methyl)-N-(2-(2-(2-methoxyethoxy)ethoxy)ethyl)-N-(2-methyl-2-(methyldisulfanyl)propyl)aniline). The yield is 41.7%. RXN SMILES: [Si:1]([O:8][CH2:9][C:10]1[CH:11]=[C:12]([CH:24]=[C:25]([CH2:27][O:28][Si:29]([C:32]([CH3:35])([CH3:34])[CH3:33])([CH3:31])[CH3:30])[CH:26]=1)[NH:13][CH2:14][CH2:15][O:16][CH2:17][CH2:18][O:19][CH2:20][CH2:21][O:22][CH3:23])([C:4]([CH3:7])([CH3:6])[CH3:5])([CH3:3])[CH3:2].[CH3:36][S:37][S:38][C:39]([CH3:43])([CH3:42])[CH:40]=O.C(O[BH-](OC(=O)C)OC(=O)C)(=O)C.[Na+].S([O-])([O-])(=O)=O.[Mg+2]>ClCCCl.[Cl-].[Zn+2].[Cl-]>[Si:1]([O:8][CH2:9][C:10]1[CH:11]=[C:12]([CH:24]=[C:25]([CH2:27][O:28][Si:29]([C:32]([CH3:35])([CH3:34])[CH3:33])([CH3:30])[CH3:31])[CH:26]=1)[N:13]([CH2:14][CH2:15][O:16][CH2:17][CH2:18][O:19][CH2:20][CH2:21][O:22][CH3:23])[CH2:40][C:39]([CH3:43])([S:38][S:37][CH3:36])[CH3:42])([C:4]([CH3:5])([CH3:7])[CH3:6])([CH3:3])[CH3:2] |f:2.3,4.5,7.8.9|. Procedure details: To a solution of 3,5-bis(((tert-butyldimethylsilyl)oxy)methyl)-N-(2-(2-(2-methoxyethoxy)ethoxy)ethyl)aniline (6.7 g, 12.69 mmol) in anhydrous 1,2-dichloroethane (50 ml) was added 2-(methyldithio)isobutyraldehyde (2.74 ml, 19.04 mmol), sodium triacetoxyborohydride (2.8g, 1 eq), zinc(II) chloride (0.865 g, 6.35 mmol) and magnesium sulfate (2.292 g, 19.04 mmol). The mixture was stirred for five hours at ambient temperature. Sodium triacetoxyborohydride (2.8g, 1 eq) was added. The reaction continued... Starting materials: O=C(Cl)c1ccc(Br)cc1, CC(C)(C)N, c1ccccc1. Product: CC(C)(C)NC(=O)c1ccc(Br)cc1. Reaction SMILES: [Br:6][c:7]1[cH:8][cH:9][c:10]([C:11](=[O:12])[Cl:13])[cH:14][cH:15]1.[C:1]([CH3:2])([CH3:3])([CH3:4])[NH2:5].[cH:16]1[cH:17][cH:18][cH:19][cH:20][cH:21]1>>[C:1]([CH3:2])([CH3:3])([CH3:4])[NH:5][C:11]([c:10]1[cH:9][cH:8][c:7]([Br:6])[cH:15][cH:14]1)=[O:12].